From a dataset of the Open Reaction Database (ORD), a public repository of structured organic reaction records. describe an organic reaction: reactants, conditions, products, and yield The reactants are C(CCC)C12C(C3=CC=C(C(=C3CC1)C)OCOC)=C(C(C2)=O)C (3a-butyl-7-(methoxymethoxy)-1,6-dimethyl-3,3a,4,5-tetrahydro-2H-cyclopenta[a]naphthalen-2-one), Cl (HCl). Run in CCOC(=O)C (EtOAc), CO (methanol). Reaction conditions: temperature 80 celsius. Yields the product C(CCC)C12C(C3=CC=C(C(=C3CC1)C)O)=C(C(C2)=O)C (3a-butyl-7-hydroxy-1,6-dimethyl-3,3a,4,5-tetrahydro-2H-cyclopenta[a]naphthalen-2-one). Reaction SMILES: [CH2:1]([C:5]12[CH2:22][C:21](=[O:23])[C:20]([CH3:24])=[C:6]1[C:7]1[C:12]([CH2:13][CH2:14]2)=[C:11]([CH3:15])[C:10]([O:16]COC)=[CH:9][CH:8]=1)[CH2:2][CH2:3][CH3:4].Cl>CO.CCOC(C)=O>[CH2:1]([C:5]12[CH2:22][C:21](=[O:23])[C:20]([CH3:24])=[C:6]1[C:7]1[C:12]([CH2:13][CH2:14]2)=[C:11]([CH3:15])[C:10]([OH:16])=[CH:9][CH:8]=1)[CH2:2][CH2:3][CH3:4]. Reported procedure: A solution of 3a-butyl-7-(methoxymethoxy)-1,6-dimethyl-3,3a,4,5-tetrahydro-2H-cyclopenta[a]naphthalen-2-one (63 mg, 0.19 mmol) in methanol (1.1 mL) was treated with aqueous 2N HCl (0.3 mL), placed under a N2 atmosphere, stirred, and heated in an oil bath at 80° C. for 35 minutes. After cooling, the mixture was diluted with EtOAc (25 mL) and washed with 5% NaHCO3 (10 mL). The organic phase was dried over MgSO4, filtered, and evaporated under vacuum to provide 3a-butyl-7-hydroxy-1,6-dimethyl-3,3a,... The reactants are Cl (HCl), FC1=CC=C(C=C1)C1=C(C2=C(S1)C=CC(=C2)OC)C(=O)OC (methyl 2-(4-fluorophenyl)-5-methoxybenzo[b]thiophene-3-carboxylate), C1CCOC1 (THF), [OH-].[Li+] (lithium hydroxide). The solvent is CO (methanol). Reaction conditions: temperature 50 celsius. Product: FC1=CC=C(C=C1)C1=C(C2=C(S1)C=CC(=C2)OC)C(=O)O (2-(4-fluorophenyl)-5-methoxybenzo[b]thiophene-3-carboxylic acid). Reaction SMILES: [F:1][C:2]1[CH:7]=[CH:6][C:5]([C:8]2[S:12][C:11]3[CH:13]=[CH:14][C:15]([O:17][CH3:18])=[CH:16][C:10]=3[C:9]=2[C:19]([O:21]C)=[O:20])=[CH:4][CH:3]=1.C1COCC1.[OH-].[Li+].Cl>CO>[F:1][C:2]1[CH:3]=[CH:4][C:5]([C:8]2[S:12][C:11]3[CH:13]=[CH:14][C:15]([O:17][CH3:18])=[CH:16][C:10]=3[C:9]=2[C:19]([OH:21])=[O:20])=[CH:6][CH:7]=1 |f:2.3|. Procedure: To a solution containing methyl 2-(4-fluorophenyl)-5-methoxybenzo[b]thiophene-3-carboxylate (0.59 g, 1.9 mmol), THF (13.5 mL) and methanol (8.5 mL) was added aqueous lithium hydroxide (9.3 mL, 2.0 M). The solution was maintained at 50° C. for 15 h. The solution was cooled to room temperature, adjusted to below pH 4 with aqueous HCl (22 mL, 1.0 N) and extracted with ethyl acetate (3×15 mL). The combined organic portions were washed with brine (15 mL), dried over MgSO4, filtered and concentrated t... Reactants: C(C1=CC=CC=C1)OC(=O)NC1=CN=C2N(C1=O)C(CC2)(C(=O)O)C (3-benzyloxycarbonylamino-6-methyl-4-oxo-4,6,7,8-tetrahydro-pyrrolo[1,2-a]pyrimidine-6-carboxylic acid), C(C)(C)(C)OC(=O)C1(CCC=2N1C(C(=CN2)NC(=O)OCC2=CC=CC=C2)=O)COC (3-benzyloxycarbonylamino-6-methoxymethyl-4-oxo-4,6,7,8-tetrahydro-pyrrolo[1,2-a]pyrimidine-6-carboxylic acid tert-butyl ester). The product is C(C1=CC=CC=C1)OC(=O)NC1=CN=C2N(C1=O)C(CC2)(C(=O)O)COC (3-benzyloxycarbonylamino-6-methoxymethyl-4-oxo-4,6,7,8-tetrahydro-pyrrolo[1,2-a]pyrimidine-6-carboxylic acid). Reaction SMILES: C(OC(NC1C(=O)N2C(C)(C(O)=O)CCC2=NC=1)=O)C1C=CC=CC=1.C([O:30][C:31]([C:33]1([CH2:54][O:55][CH3:56])[N:37]2[C:38](=[O:53])[C:39]([NH:42][C:43]([O:45][CH2:46][C:47]3[CH:52]=[CH:51][CH:50]=[CH:49][CH:48]=3)=[O:44])=[CH:40][N:41]=[C:36]2[CH2:35][CH2:34]1)=[O:32])(C)(C)C>>[CH2:46]([O:45][C:43]([NH:42][C:39]1[C:38](=[O:53])[N:37]2[C:33]([CH2:54][O:55][CH3:56])([C:31]([OH:32])=[O:30])[CH2:34][CH2:35][C:36]2=[N:41][CH:40]=1)=[O:44])[C:47]1[CH:52]=[CH:51][CH:50]=[CH:49][CH:48]=1. Reported procedure: According to the procedure for the preparation of intermediate 19b, intermediate 23a (87 mg, 0.203 mmol) was deprotected to afford 76 mg (quantitative) of intermediate 23b. MS (ESI) 418.3 (M 2Na++H+), 372.2 (M−H+). The reactants are FC(C=1C=CC(=NC1)OC1=CC=C(C=C1)O)(F)F (4-(5-trifluoromethyl-pyridin-2-yloxy)-phenol), [I-].C(C)(C)(C)N(C(=O)N1C=[N+](C=C1)C)C (3-(tert-Butyl-methyl-carbamoyl)-1-methyl-3H-imidazol-1-ium iodide), crude product. The product is FC(C=1C=CC(=NC1)OC1=CC=C(C=C1)OC(N(C)C(C)(C)C)=O)(F)F (tert-Butyl-methyl-carbamic acid 4-(5-trifluoromethyl-pyridin-2-yloxy)-phenyl ester). Reaction SMILES: [F:1][C:2]([F:18])([F:17])[C:3]1[CH:4]=[CH:5][C:6]([O:9][C:10]2[CH:15]=[CH:14][C:13]([OH:16])=[CH:12][CH:11]=2)=[N:7][CH:8]=1.[I-].[C:20]([N:24]([CH3:33])[C:25](N1C=C[N+](C)=C1)=[O:26])([CH3:23])([CH3:22])[CH3:21]>>[F:18][C:2]([F:1])([F:17])[C:3]1[CH:4]=[CH:5][C:6]([O:9][C:10]2[CH:11]=[CH:12][C:13]([O:16][C:25](=[O:26])[N:24]([C:20]([CH3:23])([CH3:22])[CH3:21])[CH3:33])=[CH:14][CH:15]=2)=[N:7][CH:8]=1 |f:1.2|. Procedure details: The title compound was prepared from 4-(5-trifluoromethyl-pyridin-2-yloxy)-phenol and 3-(tert-Butyl-methyl-carbamoyl)-1-methyl-3H-imidazol-1-ium iodide. The crude product was subjected to preparative HPLC (34%, white crystals). HPLC-MS m/z=369.1 (M+1), Rt: 5.17 min. Reactants: C(C1=CC=CC=C1)OC1=C(C=C(C(=C1)OCC1=CC=CC=C1)Cl)C1=CC(=NO1)C(=O)OCC (ethyl 5-(2,4-bis(benzyloxy)-5-chlorophenyl)isoxazole-3-carboxylate), CO (methanol), [Li+].[OH-] (LiOH). Run in O (water). Conditions: time 24 hour. Yields the product C(C1=CC=CC=C1)OC1=C(C=C(C(=C1)OCC1=CC=CC=C1)Cl)C1=CC(=NO1)C(=O)O (5-[2,4-bis(benzyloxy)-5-chlorophenyl]-isoxazole-3-carboxylic acid). As a reaction SMILES: [CH2:1]([O:8][C:9]1[CH:14]=[C:13]([O:15][CH2:16][C:17]2[CH:22]=[CH:21][CH:20]=[CH:19][CH:18]=2)[C:12]([Cl:23])=[CH:11][C:10]=1[C:24]1[O:28][N:27]=[C:26]([C:29]([O:31]CC)=[O:30])[CH:25]=1)[C:2]1[CH:7]=[CH:6][CH:5]=[CH:4][CH:3]=1.CO.[Li+].[OH-]>O>[CH2:1]([O:8][C:9]1[CH:14]=[C:13]([O:15][CH2:16][C:17]2[CH:22]=[CH:21][CH:20]=[CH:19][CH:18]=2)[C:12]([Cl:23])=[CH:11][C:10]=1[C:24]1[O:28][N:27]=[C:26]([C:29]([OH:31])=[O:30])[CH:25]=1)[C:2]1[CH:3]=[CH:4][CH:5]=[CH:6][CH:7]=1 |f:2.3|. Procedure: A mixture of ethyl 5-(2,4-bis(benzyloxy)-5-chlorophenyl)isoxazole-3-carboxylate (200 mg, 0.43 mmol), methanol (10 ml), water (6-7 ml), and LiOH (16 mg, 0.65 mmol) was allowed to stand at 50-60° C. for 24 h. The solution was concentrated under vacuo to remove methanol, and the remaining aqueous solution was extracted with Et2O to remove traces of unreacted starting material. The aqueous solution was acidified with 1 M HCl and extracted with three portions of AcOEt. The combined organic extracts w... The reactants are [BH4-], C1CCOC1, CN(C)S(=O)(=O)c1ccc(C=O)cc1Cl, [Na+]. The product is CN(C)S(=O)(=O)c1ccc(CO)cc1Cl. Reaction SMILES: [BH4-:16].[CH2:18]1[O:19][CH2:20][CH2:21][CH2:22]1.[Cl:1][c:2]1[cH:3][c:4]([CH:5]=[O:6])[cH:7][cH:8][c:9]1[S:10]([N:11]([CH3:12])[CH3:13])(=[O:14])=[O:15].[Na+:17]>>[Cl:1][c:2]1[cH:3][c:4]([CH2:5][OH:6])[cH:7][cH:8][c:9]1[S:10]([N:11]([CH3:12])[CH3:13])(=[O:14])=[O:15]. Reactants: N#Cc1cccc(CBr)n1, Cc1ccc(C(=O)c2c[nH]c3ccccc3c2=O)nc1C, CN(C)C=O, [H-], [Na+]. Yields the product Cc1ccc(C(=O)c2cn(Cc3cccc(C#N)n3)c3ccccc3c2=O)nc1C. Reaction SMILES: [Br:24][CH2:25][c:26]1[cH:27][cH:28][cH:29][c:30]([C:32]#[N:33])[n:31]1.[CH3:1][c:2]1[cH:3][cH:4][c:5]([C:9](=[O:10])[c:11]2[cH:12][nH:13][c:14]3[cH:15][cH:16][cH:17][cH:18][c:19]3[c:20]2=[O:21])[n:6][c:7]1[CH3:8].[CH3:34][N:35]([CH3:36])[CH:37]=[O:38].[H-:22].[Na+:23]>>[CH3:1][c:2]1[cH:3][cH:4][c:5]([C:9](=[O:10])[c:11]2[cH:12][n:13]([CH2:25][c:26]3[cH:27][cH:28][cH:29][c:30]([C:32]#[N:33])[n:31]3)[c:14]3[cH:15][cH:16][cH:17][cH:18][c:19]3[c:20]2=[O:21])[n:6][c:7]1[CH3:8].